From a dataset of the Open Reaction Database (ORD), a public repository of structured organic reaction records. describe an organic reaction: reactants, conditions, products, and yield Reactants: N[C@@H](CC1=CC=CC=C1)C(=O)O (phenylalanine), C(CCCCCCCCCCC)O (dodecanol). Run in S(O)(O)(=O)=O (sulfuric acid), O (water), C1(=CC=CC=C1)C (toluene), O (water). The product is C(CCCCCCCCCCC)(=O)O.N[C@@H](CC1=CC=CC=C1)C(=O)O (phenylalanine dodecanoate). As a reaction SMILES: [NH2:1][C@H:2]([C:10]([OH:12])=[O:11])[CH2:3][C:4]1[CH:9]=[CH:8][CH:7]=[CH:6][CH:5]=1.[CH2:13](O)[CH2:14][CH2:15]CCCCCCCCC>S(=O)(=O)(O)O.O.C1(C)C=CC=CC=1>[C:10]([OH:12])(=[O:11])[CH2:2][CH2:3][CH2:4][CH2:9][CH2:8][CH2:7][CH2:6][CH2:5][CH2:13][CH2:14][CH3:15].[NH2:1][C@H:2]([C:10]([OH:12])=[O:11])[CH2:3][C:4]1[CH:9]=[CH:8][CH:7]=[CH:6][CH:5]=1 |f:5.6|. Reported procedure: 16.52 g of phenylalanine was dissolved in a solution of 10 g of concentrated sulfuric acid, 20 mL water, 20 mL of dodecanol, and 120 mL of toluene in a 500 mL round bottom flask equipped with a condenser and a Dean-Stark apparatus. The resulting solution was heated at reflux temperature until no more water could be distilled. The resulting solution was then cooled to room temperature and washed with saturated aqueous sodium bicarbonate to neutralize acidic impurities, washed with saturated brine... Starting materials: [OH-].[Na+] (sodium hydroxide), C(C)OC(=O)[C@H]1CN(CCC1)CCOC=C(C1=C(C=CC=C1)C)C1=C(C=CC=C1)Cl ((R)-1-[2-[[2-(2-Chlorophenyl)-2-(2-methylphenyl)ethenyl]oxy]ethyl]-3-piperidine carboxylic acid ethyl ester), O (water). Solvent: C(C)O (ethanol). Yields the product Cl.ClC1=C(C=CC=C1)C(=COCCN1C[C@@H](CCC1)C(=O)O)C1=C(C=CC=C1)C ((R)-1-[2-[[2-(2-Chlorophenyl)-2-(2-methylphenyl)ethenyl]oxy]ethyl]-3-piperidine carboxylic acid hydrochloride). Yield: 165.7%. Reaction SMILES: C([O:3][C:4]([C@@H:6]1[CH2:11][CH2:10][CH2:9][N:8]([CH2:12][CH2:13][O:14][CH:15]=[C:16]([C:24]2[CH:29]=[CH:28][CH:27]=[CH:26][C:25]=2[Cl:30])[C:17]2[CH:22]=[CH:21][CH:20]=[CH:19][C:18]=2[CH3:23])[CH2:7]1)=[O:5])C.[OH-].[Na+].O>C(O)C>[ClH:30].[Cl:30][C:25]1[CH:26]=[CH:27][CH:28]=[CH:29][C:24]=1[C:16]([C:17]1[CH:22]=[CH:21][CH:20]=[CH:19][C:18]=1[CH3:23])=[CH:15][O:14][CH2:13][CH2:12][N:8]1[CH2:9][CH2:10][CH2:11][C@@H:6]([C:4]([OH:5])=[O:3])[CH2:7]1 |f:1.2,5.6|. Reported procedure: (R)-1-[2-[[2-(2-Chlorophenyl)-2-(2-methylphenyl)ethenyl]oxy]ethyl]-3-piperidine carboxylic acid ethyl ester (4.1 g, 0.0096 mol) (prepared as described in Method D) was dissolved in ethanol (100 ml) and 18 N sodium hydroxide solution (10 ml) was introduced. After stirring the solution at room temperature for 1 h water (500 ml) was added, and the solution was washed with diethyl ether (2 × 100 ml). The pH of the aqueous phase was adjusted to 1 using 2 N hydrochloric acid solution and extracted wit... Reactants: BrCc1ccccc1, Oc1c(F)cc(Br)cc1F, O=C([O-])[O-], [Cs+], [Cs+], CN(C)C=O. Product: Fc1cc(Br)cc(F)c1OCc1ccccc1. RXN SMILES: [Br:17][CH2:18][c:19]1[cH:20][cH:21][cH:22][cH:23][cH:24]1.[Br:1][c:2]1[cH:3][c:4]([F:10])[c:5]([OH:9])[c:6]([F:8])[cH:7]1.[C:11](=[O:12])([O-:13])[O-:14].[Cs+:15].[Cs+:16].[O:25]=[CH:26][N:27]([CH3:28])[CH3:29]>>[Br:1][c:2]1[cH:3][c:4]([F:10])[c:5]([O:9][CH2:18][c:19]2[cH:20][cH:21][cH:22][cH:23][cH:24]2)[c:6]([F:8])[cH:7]1. Starting materials: C(C)OC(CNCC1=CC=CC2=CC(=CC=C12)S(=O)(=O)C1=CC=CC=C1)=O ([(6-Benzenesulfonyl-naphthalen-1-ylmethyl)-amino]-acetic acid ethyl ester), CN (methylamine). The solvent is CO (methanol). Product: C1(=CC=CC=C1)S(=O)(=O)C=1C=C2C=CC=C(C2=CC1)CNCC(=O)NC (2-[(6-Benzenesulfonyl-naphthalen-1-ylmethyl)-amino]-N-methyl-acetamide). As a reaction SMILES: C([O:3][C:4](=O)[CH2:5][NH:6][CH2:7][C:8]1[C:17]2[C:12](=[CH:13][C:14]([S:18]([C:21]3[CH:26]=[CH:25][CH:24]=[CH:23][CH:22]=3)(=[O:20])=[O:19])=[CH:15][CH:16]=2)[CH:11]=[CH:10][CH:9]=1)C.[CH3:28][NH2:29]>CO>[C:21]1([S:18]([C:14]2[CH:13]=[C:12]3[C:17](=[CH:16][CH:15]=2)[C:8]([CH2:7][NH:6][CH2:5][C:4]([NH:29][CH3:28])=[O:3])=[CH:9][CH:10]=[CH:11]3)(=[O:20])=[O:19])[CH:26]=[CH:25][CH:24]=[CH:23][CH:22]=1. Procedure details: [(6-Benzenesulfonyl-naphthalen-1-ylmethyl)-amino]-acetic acid ethyl ester is added to methylamine in methanol, and the solution is stirred at room temperature, then concentrated under reduced pressure. The oil is dissolved in ethanol and 1N HCl in diethyl ether is added to precipitate 2-[(6-benzenesulfonyl-naphthalen-1-ylmethyl)-amino]-N-methyl-acetamide as a hydrochloride salt. Reactants: C=O (formaldehyde), C(C)(=O)O[BH-](OC(C)=O)OC(C)=O.[Na+] (sodium triacetoxy-borohydride), C(=O)([O-])[O-].[Na+].[Na+] (Na2CO3), C=O (formaldehyde), C(C)(=O)O[BH-](OC(C)=O)OC(C)=O.[Na+] (sodium triacetoxy-borohydride), C(C)(=O)O[BH-](OC(C)=O)OC(C)=O.[Na+] (sodium triacetoxy-borohydride), C(C1=CC=CC=C1)OC1=CC(N(C=C1)CCC1=CC=C2CCNCC2=C1)=O (4-Benzyloxy-1-[2-(1,2,3,4-tetrahydro-isoquinolin-7-yl)-ethyl]-1H-pyridin-2-one), C=O (formaldehyde). Reagents/catalysts: C(C)(=O)O (acetic acid). The solvent is C1CCOC1 (THF). Run at time 2 hour. Yields the product C(C1=CC=CC=C1)OC1=CC(N(C=C1)CCC1=CC=C2CCN(CC2=C1)C)=O (4-Benzyloxy-1-[2-(2-methyl-1,2,3,4-tetrahydro-isoquinolin-7-yl)-ethyl]-1H-pyridin-2-one). RXN SMILES: [CH2:1]([O:8][C:9]1[CH:14]=[CH:13][N:12]([CH2:15][CH2:16][C:17]2[CH:26]=[C:25]3[C:20]([CH2:21][CH2:22][NH:23][CH2:24]3)=[CH:19][CH:18]=2)[C:11](=[O:27])[CH:10]=1)[C:2]1[CH:7]=[CH:6][CH:5]=[CH:4][CH:3]=1.C=O.[C:30](O[BH-](OC(=O)C)OC(=O)C)(=O)C.[Na+].C([O-])([O-])=O.[Na+].[Na+]>C1COCC1.C(O)(=O)C>[CH2:1]([O:8][C:9]1[CH:14]=[CH:13][N:12]([CH2:15][CH2:16][C:17]2[CH:26]=[C:25]3[C:20]([CH2:21][CH2:22][N:23]([CH3:30])[CH2:24]3)=[CH:19][CH:18]=2)[C:11](=[O:27])[CH:10]=1)[C:2]1[CH:3]=[CH:4][CH:5]=[CH:6][CH:7]=1 |f:2.3,4.5.6|. Procedure details: To 150 mg (0.42 mmol) 4-benzyloxy-1-[2-(1,2,3,4-tetrahydro-isoquinolin-7-yl)-ethyl]-1H-pyridin-2-one (example 24.2) in 5.0 mL THF is added 68 μL (0.83 mmol) aqueous 37% formaldehyde solution. The mixture is acidified with 3 drops of acetic acid and then 97 mg (0.46 mmol) sodium triacetoxy-borohydride is added. The reaction mixture is stirred 2 h at RT and additional 68 μL (0.83 mmol) aqueous 37% formaldehyde solution and 97 mg (0.46 mmol) sodium triacetoxy-borohydride are added. The reaction mix... The reactants are O (water), COC1=C(C=CC=C1)O (2-methoxyphenol), [N+](=O)(O)[O-] (nitric acid). Run in CCOCC (ether). Run at time 15 minute. Yields the product COC1=C(C(=CC=C1)[N+](=O)[O-])O (2-methoxy-6-nitrophenol). RXN SMILES: O.[CH3:2][O:3][C:4]1[CH:9]=[CH:8][CH:7]=[CH:6][C:5]=1[OH:10].[N+:11]([O-])([OH:13])=[O:12]>CCOCC>[CH3:2][O:3][C:4]1[CH:9]=[CH:8][CH:7]=[C:6]([N+:11]([O-:13])=[O:12])[C:5]=1[OH:10]. Reported procedure: To a stirred mixture of 50 ml of water, 150 ml of ether and 15.0 g of 2-methoxyphenol was added dropwise 12.7 ml of 61% nitric acid, and the mixture was stirred at room temperature for 15 minutes. The ether layer was separated from the aqueous layer and dried over anhydrous sodium sulfate. After the drying agent was filtered off, the solvent was distilled off under reduced pressure. The residue was purified by silica-gel column-chromatography using Wakogel® C-200 [eluent: chloroform-n-hexane (1:... The reactants are BrC1=C(CO)C=CC=C1 (o-bromobenzyl alcohol), P(Br)(Br)Br (phosphorus tribromide), ice. Reaction conditions: time 3 hour. Product: BrC1=C(CBr)C=CC=C1 (o-bromobenzyl bromide). RXN SMILES: [Br:1][C:2]1[CH:9]=[CH:8][CH:7]=[CH:6][C:3]=1[CH2:4]O.P(Br)(Br)[Br:11]>>[Br:1][C:2]1[CH:9]=[CH:8][CH:7]=[CH:6][C:3]=1[CH2:4][Br:11]. Procedure: To 187.0 g of o-bromobenzyl alcohol at room temperature, with stirring, is added dropwise, 271.0 g of phosphorus tribromide. After the addition is complete, stirring is continued for three hours at room temperature. The mixture is then heated at 90°-100° for three hours and poured into 6 kg of crushed ice. The hydrolysis mixture is extracted with three 600 ml portions of ether, the ether extracts are washed, dried, and concentrated to give o-bromobenzyl bromide, bp. about 130°-132° (15mm). Reactants: ClC1=CC2=C(C(C3=C(C(N2)=O)NN=C3C(=O)OCC)=O)C=C1 (7-chloro-3-(ethoxycarbonyl)pyrazolo[3,4-c][1]benzazepine-4,10(1H,9H)-dione), CC(C)O (2-propanol). Reagents/catalysts: Cl (hydrochloric acid). Reaction conditions: time 8 hour. The product is ClC1=CC2=C(C(C3=C(C(N2)=O)NN=C3C(=O)OC(C)C)=O)C=C1 (7-Chloro-3-(isopropoxycarbonyl)pyrazolo[3,4-c][1]benzazepine-4,10(1H,9H)-dione). Yield: 48.0%. RXN SMILES: [Cl:1][C:2]1[CH:22]=[CH:21][C:5]2[C:6](=[O:20])[C:7]3[C:14]([C:15]([O:17][CH2:18][CH3:19])=[O:16])=[N:13][NH:12][C:8]=3[C:9](=[O:11])[NH:10][C:4]=2[CH:3]=1.[CH3:23]C(O)C>Cl>[Cl:1][C:2]1[CH:22]=[CH:21][C:5]2[C:6](=[O:20])[C:7]3[C:14]([C:15]([O:17][CH:18]([CH3:23])[CH3:19])=[O:16])=[N:13][NH:12][C:8]=3[C:9](=[O:11])[NH:10][C:4]=2[CH:3]=1. Procedure: A solution of 7-chloro-3-(ethoxycarbonyl)pyrazolo[3,4-c][1]benzazepine-4,10(1H,9H)-dione (500 mg, 1.56 mmol), 2-propanol (60 mL), and concentrated hydrochloric acid (3 drops) was subjected to three cycles of partial solvent removal by slow distillation (over 6 hours) followed by overnight reflux. After the third cycle, solvent was removed by rotary evaporation and the crude product was purified by flash chromatography eluting with dichloromethane:2-propanol (95:5-85:15) to yield the title compou...